This data is from the Open Reaction Database (ORD), a public repository of structured organic reaction records. The task is: describe an organic reaction: reactants, conditions, products, and yield The solvent is C(C)#N (acetonitrile). Reaction SMILES: NC1N=N[C:5]([C:9]2[CH:14]=[CH:13][CH:12]=[C:11]([Cl:15])[C:10]=2[Cl:16])=[C:6](N)[N:7]=1.ClC1C(Cl)=CC=CC=1C(Cl)=[O:21]>C(#N)C>[Cl:15][C:11]1[C:10]([Cl:16])=[C:9]([CH:14]=[CH:13][CH:12]=1)[C:5]([C:6]#[N:7])=[O:21]. Reactants: NC=1N=NC(=C(N1)N)C1=C(C(=CC=C1)Cl)Cl (3,5-diamino-6-(2,3-dichlorophenyl)-1,2,4-triazine), ClC1=C(C(=O)Cl)C=CC=C1Cl (2,3-dichlorobenzoylchloride), cuprous cyanide. Product: ClC=1C(=C(C(=O)C#N)C=CC1)Cl (dichlorobenzoyl cyanide). Procedure details: There is disclosed an improved process for the preparation of 3,5-diamino-6-(2,3-dichlorophenyl)-1,2,4-triazine which process comprises the step of reacting 2,3-dichlorobenzoylchloride with cuprous cyanide in presence of acetonitrile and a cosolvent to produce dichlorobenzoyl cyanide, said dichlorobenzoyl cyanide is reacted with aminoguanidine bicarbonate to produce an intermediate product, which is cyclized in presence of aqueous potassium hydroxide to produce 3,5-diamino-6-(2,3-dichlorophenyl)... The reactants are Cl[Si](C)(C)C (chloro(trimethyl)silane), NC1=C2C(=NC=N1)N(N=C2C2=C(C=C(C=C2)OC2=CC=CC=C2)F)[C@H]2CN(CCC2)C(CC#N)=O ((R)-3-(3-(4-amino-3-(2-fluoro-4-phenoxyphenyl)-1H-pyrazolo[3,4-d]pyrimidin-1-yl)piperidin-1-yl)-3-oxopropanenitrile), CC(C=O)(C)N1CC2(C1)COC2 (2-methyl-2-(6-oxa-2-azaspiro[3.3]heptan-2-yl)propanal), N1CCCC1 (pyrrolidine). Run in C(Cl)Cl (DCM), C(=O)(O)[O-].[Na+] (NaHCO3). Conditions: time 2 hour. Yields the product NC1=C2C(=NC=N1)N(N=C2C2=C(C=C(C=C2)OC2=CC=CC=C2)F)[C@H]2CN(CCC2)C(=O)C(C#N)=CC(C)(N2CC1(C2)COC1)C (2-[(3R)-3-[4-amino-3-(2-fluoro-4-phenoxy-phenyl)pyrazolo[3,4-d]pyrimidin-1-yl]piperidine-1-carbonyl]-4-methyl-4-(6-oxa-2-azaspiro[3.3]heptan-2-yl)pent-2-enenitrile). The yield is 46.4%. Reaction SMILES: [NH2:1][C:2]1[N:7]=[CH:6][N:5]=[C:4]2[N:8]([C@@H:25]3[CH2:30][CH2:29][CH2:28][N:27]([C:31](=[O:35])[CH2:32][C:33]#[N:34])[CH2:26]3)[N:9]=[C:10]([C:11]3[CH:16]=[CH:15][C:14]([O:17][C:18]4[CH:23]=[CH:22][CH:21]=[CH:20][CH:19]=4)=[CH:13][C:12]=3[F:24])[C:3]=12.[CH3:36][C:37]([N:41]1[CH2:44][C:43]2([CH2:47][O:46][CH2:45]2)[CH2:42]1)([CH3:40])[CH:38]=O.N1CCCC1.Cl[Si](C)(C)C>C(Cl)Cl.C([O-])(O)=O.[Na+]>[NH2:1][C:2]1[N:7]=[CH:6][N:5]=[C:4]2[N:8]([C@@H:25]3[CH2:30][CH2:29][CH2:28][N:27]([C:31]([C:32](=[CH:38][C:37]([CH3:40])([N:41]4[CH2:42][C:43]5([CH2:47][O:46][CH2:45]5)[CH2:44]4)[CH3:36])[C:33]#[N:34])=[O:35])[CH2:26]3)[N:9]=[C:10]([C:11]3[CH:16]=[CH:15][C:14]([O:17][C:18]4[CH:19]=[CH:20][CH:21]=[CH:22][CH:23]=4)=[CH:13][C:12]=3[F:24])[C:3]=12 |f:5.6|. Procedure details: To a mixture of (R)-3-(3-(4-amino-3-(2-fluoro-4-phenoxyphenyl)-1H-pyrazolo[3,4-d]pyrimidin-1-yl)piperidin-1-yl)-3-oxopropanenitrile (222 mg, 0.46 mmol), 2-methyl-2-(6-oxa-2-azaspiro[3.3]heptan-2-yl)propanal (231.17 mg, 1.37 mmol) and pyrrolidine (0.23 mL, 2.73 mmol) in DCM (10 mL) at room temperature was added chloro(trimethyl)silane (0.17 mL, 1.37 mmol). After stirring 2 h, the solution was diluted with sat. NaHCO3 and extracted with DCM. The organic layers were combined, dried (MgSO4), filtere... The reactants are [Br-].C(C)(=O)O[C@H]1[C@@H](O[C@@H]([C@@H]([C@@H]1OC(C)=O)OC(C)=O)COC(C)=O)SC(=[NH2+])N (2-S-(2,3,4,6-tetra-O-acetyl-β-D-galactopyranosyl)-2-thiouronium bromide), S(=O)(=O)([O-])S(=O)[O-].[Na+].[Na+] (sodium metabisulphite), C([O-])([O-])=O.[K+].[K+] (potassium carbonate), ClCC#N (chloroacetonitrile). Solvent: CC(=O)C.O (acetone water), ice water. Reaction conditions: time 1 hour. The product is C(C)(=O)O[C@H]1[C@H](SCC#N)O[C@@H]([C@@H]([C@@H]1OC(C)=O)OC(C)=O)COC(C)=O (Cyanomethyl 2,3,4,6-tetra-O-acetyl-1-thio-β-D-galactopyranoside). As a reaction SMILES: [Br-].[C:2]([O:5][C@@H:6]1[C@@H:11]([O:12][C:13](=[O:15])[CH3:14])[C@@H:10]([O:16][C:17](=[O:19])[CH3:18])[C@@H:9]([CH2:20][O:21][C:22](=[O:24])[CH3:23])[O:8][C@H:7]1[S:25][C:26](N)=[NH2+])(=[O:4])[CH3:3].S(S([O-])=O)([O-])(=O)=O.[Na+].[Na+].C(=O)([O-])[O-].[K+].[K+].ClC[C:46]#[N:47]>CC(C)=O.O>[C:2]([O:5][C@@H:6]1[C@@H:11]([O:12][C:13](=[O:15])[CH3:14])[C@@H:10]([O:16][C:17](=[O:19])[CH3:18])[C@@H:9]([CH2:20][O:21][C:22](=[O:24])[CH3:23])[O:8][C@H:7]1[S:25][CH2:26][C:46]#[N:47])(=[O:4])[CH3:3] |f:0.1,2.3.4,5.6.7,9.10|. Procedure: 2-S-(2,3,4,6-Tetra-O-acetyl-β-D-galactopyranosyl)-2-thiouronium bromide (7; 16.11 g, 31.07 mmol), sodium metabisulphite (11.81 g, 62.14 mmol), potassium carbonate (4.72 g, 34.18 mmol), and chloroacetonitrile (8.21 g, 108.7 mmol) were dissolved in acetone/water (50:50 v/v, 200 mL), and stirred for 1 hour at room temperature. The reaction mixture was poured in ice-water (300 mL), and stirred for an additional 2 hours. The white precipitate was collected by filtration and recrystallized from hot me...